From a dataset of the Open Reaction Database (ORD), a public repository of structured organic reaction records. describe an organic reaction: reactants, conditions, products, and yield Starting materials: C(O)([O-])=O.[Na+] (sodium hydrogencarbonate), [Si](C)(C)(C(C)(C)C)OCC1(CC=2N(CCS1)C(=NN2)C2(CC2)C2=CC=C(C=C2)B2OC(C(O2)(C)C)(C)C)C (8-({[Tert-butyl(dimethyl)silyl]oxy}methyl)-8-methyl-3-{1-[4-(4,4,5,5-tetramethyl-1,3,2-dioxaborolan-2-yl)phenyl]cyclopropyl}-5,6,8,9-tetrahydro[1,2,4]triazolo[4,3-d][1,4]thiazepine), BrC1=NC=CC=C1OC (2-bromo-3-methoxypyridine), C([O-])([O-])=O.[K+].[K+] (potassium carbonate). Reagents/catalysts: C=1C=CC(=CC1)[P](C=2C=CC=CC2)(C=3C=CC=CC3)[Pd]([P](C=4C=CC=CC4)(C=5C=CC=CC5)C=6C=CC=CC6)([P](C=7C=CC=CC7)(C=8C=CC=CC8)C=9C=CC=CC9)[P](C=1C=CC=CC1)(C=1C=CC=CC1)C=1C=CC=CC1 (tetrakis(triphenylphosphine)palladium(0)). Solvent: Cl (hydrochloric acid), CO (methanol), C(OC)COC (dimethoxyethane), O (water). Conditions: time 5 hour. Yields the product COC=1C(=NC=CC1)C1=CC=C(C=C1)C1(CC1)C1=NN=C2N1CCSC(C2)(C)CO ((3-{1-[4-(3-Methoxypyridin-2-yl)phenyl]cyclopropyl}-8-methyl-5,6,8,9-tetrahydro[1,2,4]triazolo[4,3-d][1,4]thiazepin-8-yl)methanol). The yield is 66.3%. As a reaction SMILES: [Si]([O:8][CH2:9][C:10]1([CH3:38])[S:16][CH2:15][CH2:14][N:13]2[C:17]([C:20]3([C:23]4[CH:28]=[CH:27][C:26](B5OC(C)(C)C(C)(C)O5)=[CH:25][CH:24]=4)[CH2:22][CH2:21]3)=[N:18][N:19]=[C:12]2[CH2:11]1)(C(C)(C)C)(C)C.Br[C:40]1[C:45]([O:46][CH3:47])=[CH:44][CH:43]=[CH:42][N:41]=1.C(=O)([O-])[O-].[K+].[K+].C(=O)([O-])O.[Na+]>C(COC)OC.O.Cl.CO.C1C=CC([P]([Pd]([P](C2C=CC=CC=2)(C2C=CC=CC=2)C2C=CC=CC=2)([P](C2C=CC=CC=2)(C2C=CC=CC=2)C2C=CC=CC=2)[P](C2C=CC=CC=2)(C2C=CC=CC=2)C2C=CC=CC=2)(C2C=CC=CC=2)C2C=CC=CC=2)=CC=1>[CH3:47][O:46][C:45]1[C:40]([C:26]2[CH:25]=[CH:24][C:23]([C:20]3([C:17]4[N:13]5[CH2:14][CH2:15][S:16][C:10]([CH2:9][OH:8])([CH3:38])[CH2:11][C:12]5=[N:19][N:18]=4)[CH2:22][CH2:21]3)=[CH:28][CH:27]=2)=[N:41][CH:42]=[CH:43][CH:44]=1 |f:2.3.4,5.6,^1:72,74,93,112|. Procedure: A solution of the compound (555 mg, 1.0 mmol) obtained in Example 16-5), 2-bromo-3-methoxypyridine (290 mg, 1.5 mmol), tetrakis(triphenylphosphine)palladium(0) (231 mg, 0.2 mmol), and potassium carbonate (276 mg, 2 mmol) in dimethoxyethane (4 mL) and water (1 mL) was stirred at 130° C. for 1.5 h under microwave irradiation. The reaction mixture was cooled to room temperature, saturated aqueous sodium hydrogencarbonate was added to the reaction mixture, the mixture was extracted with dichlorometh... Starting materials: [N+](=O)([O-])C1=C2C=CC(=NC2=CC=C1)Cl (5-nitro-2-chloroquinoline), FC1=CC=C(C=C1)S(=O)(=O)Cl (4-fluorobenzenesulfonyl chloride), C1(CCCC1)N (cyclopentylamine). Product: C1(CCCC1)NC1=NC2=CC=CC(=C2C=C1)NS(=O)(=O)C1=CC=C(C=C1)F (N-(2-Cyclopentylamino-quinolin-5-yl)-4-fluoro-benzenesulfonamide). Reaction SMILES: [N+:1]([C:4]1[CH:13]=[CH:12][CH:11]=[C:10]2[C:5]=1[CH:6]=[CH:7][C:8](Cl)=[N:9]2)([O-])=O.[F:15][C:16]1[CH:21]=[CH:20][C:19]([S:22](Cl)(=[O:24])=[O:23])=[CH:18][CH:17]=1.[CH:26]1([NH2:31])[CH2:30][CH2:29][CH2:28][CH2:27]1>>[CH:26]1([NH:31][C:8]2[CH:7]=[CH:6][C:5]3[C:10](=[CH:11][CH:12]=[CH:13][C:4]=3[NH:1][S:22]([C:19]3[CH:20]=[CH:21][C:16]([F:15])=[CH:17][CH:18]=3)(=[O:24])=[O:23])[N:9]=2)[CH2:30][CH2:29][CH2:28][CH2:27]1. Procedure details: The title compound, MS: m/e=385.4 (M+H+), was prepared in accordance with the general method of example 13 from 5-nitro-2-chloroquinoline, 4-fluorobenzenesulfonyl chloride and cyclopentylamine. The product is CC1=C(C(=CC(=C1)CC[Si](C)(C)C)C)O (2,6-Dimethyl-4[2-(trimethylsilyl)ethyl]phenol). RXN SMILES: [Na].N.[OH:3][C:4]1[C:9]([CH3:10])=[CH:8][C:7]([CH:11]([CH2:13][Si:14]([CH3:17])([CH3:16])[CH3:15])O)=[CH:6][C:5]=1[CH3:18].C(OCC)C>C(O)C>[CH3:18][C:5]1[CH:6]=[C:7]([CH2:11][CH2:13][Si:14]([CH3:15])([CH3:17])[CH3:16])[CH:8]=[C:9]([CH3:10])[C:4]=1[OH:3] |^1:0|. Solvent: C(C)O (ethyl alcohol). The reactants are C(C)OCC (ethyl ether), [Na] (sodium), N (ammonia), OC1=C(C=C(C=C1C)C(O)C[Si](C)(C)C)C (4-hydroxy-3,5-dimethyl-α-[(trimethylsilyl)-methyl]benzenemethanol). Procedure: Mix sodium metal (520 mg, 22.6 mmol) and liquid ammonia (13 mL). To this solution add, by dropwise addition, a solution of 4-hydroxy-3,5-dimethyl-α-[(trimethylsilyl)-methyl]benzenemethanol (2.22 g, 10 mmol) in ethyl alcohol (O.5 g) and ethyl ether (5 ml). After the blue color disappears, cautiously add water (13 mL), extract with ethyl ether, dry (MgSO4), and evaporate the solvent. Purify the residue by silica gel chromatography to yield the title compound. The reactants are [BH4-], CO, O=C(CCl)NC1CCc2ccccc2C1=O, Cl, [Na+], O. RXN SMILES: [BH4-:1].[CH3:21][OH:22].[Cl:3][CH2:4][C:5](=[O:6])[NH:7][CH:8]1[C:9](=[O:18])[c:10]2[cH:11][cH:12][cH:13][cH:14][c:15]2[CH2:16][CH2:17]1.[ClH:20].[Na+:2].[OH2:19]>>[Cl:3][CH2:4][C:5](=[O:6])[NH:7][CH:8]1[CH:9]([OH:18])[c:10]2[cH:11][cH:12][cH:13][cH:14][c:15]2[CH2:16][CH2:17]1. The product is O=C(CCl)NC1CCc2ccccc2C1O. The reactants are C(C)(C)(C)OC(=O)NC1(CC1)C=1NC(=CC1C(=O)OCC)C1=C2N=C(C(=NC2=CC=C1F)C)NC(C)(C)C (ethyl 2-(1-((tert-butoxycarbonyl)amino)cyclopropyl)-5-(3-(tert-butylamino)-6-fluoro-2-methylquinoxalin-5-yl)-1H-pyrrole-3-carboxylate), LiOH monohydrate, Cl (HCl). Solvent: O1CCOCC1 (dioxane), O (water), O1CCOCC1 (dioxane), O1CCOCC1 (1,4-dioxane), CCOCC (Et2O), O (water). Reaction conditions: temperature 110 celsius, time 24 hour. The product is Cl.NC1(CC1)C=1NC(=CC1C(=O)O)C1=C2N=C(C(=NC2=CC=C1F)C)NC(C)(C)C (2-(1-aminocyclopropyl)-5-(3-(tert-butylamino)-6-fluoro-2-methylquinoxalin-5-yl)-1H-pyrrole-3-carboxylic acid hydrochloride). The yield is 95.0%. As a reaction SMILES: C(OC([NH:8][C:9]1([C:12]2[NH:13][C:14]([C:22]3[C:31]([F:32])=[CH:30][CH:29]=[C:28]4[C:23]=3[N:24]=[C:25]([NH:34][C:35]([CH3:38])([CH3:37])[CH3:36])[C:26]([CH3:33])=[N:27]4)=[CH:15][C:16]=2[C:17]([O:19]CC)=[O:18])[CH2:11][CH2:10]1)=O)(C)(C)C.[ClH:39]>O1CCOCC1.O.CCOCC>[ClH:39].[NH2:8][C:9]1([C:12]2[NH:13][C:14]([C:22]3[C:31]([F:32])=[CH:30][CH:29]=[C:28]4[C:23]=3[N:24]=[C:25]([NH:34][C:35]([CH3:38])([CH3:37])[CH3:36])[C:26]([CH3:33])=[N:27]4)=[CH:15][C:16]=2[C:17]([OH:19])=[O:18])[CH2:10][CH2:11]1 |f:5.6|. Procedure: A glass microwave reaction vessel was charged with ethyl 2-(1-((tert-butoxycarbonyl)amino)cyclopropyl)-5-(3-(tert-butylamino)-6-fluoro-2-methylquinoxalin-5-yl)-1H-pyrrole-3-carboxylate (295b) (230 mg, 0.44 mmol) and LiOH monohydrate (Sigma-Aldrich) (184 mg, 4.38 mmol) in dioxane (1.5 mL) and water (0.75 mL). The reaction mixture was heated at 110° C. for 17 h. After cooling to RT, the reaction mixture was diluted with Et2O and water and the layers were separated. The Et2O layer was discarded. Th... Reactants: CCOC(=O)c1cc(-c2ccc(Br)cc2)n[nH]c1=O, CN(C)C=O, N#C[Cu], O. Yields the product CCOC(=O)c1cc(-c2ccc(C#N)cc2)n[nH]c1=O. RXN SMILES: [Br:1][c:2]1[cH:3][cH:4][c:5](-[c:8]2[cH:9][c:10]([C:15](=[O:16])[O:17][CH2:18][CH3:19])[c:11](=[O:14])[nH:12][n:13]2)[cH:6][cH:7]1.[CH3:24][N:25]([CH3:26])[CH:27]=[O:28].[Cu:20][C:21]#[N:22].[OH2:23]>>[c:2]1([C:21]#[N:22])[cH:3][cH:4][c:5](-[c:8]2[cH:9][c:10]([C:15](=[O:16])[O:17][CH2:18][CH3:19])[c:11](=[O:14])[nH:12][n:13]2)[cH:6][cH:7]1. Starting materials: O (water), C([O-])([O-])=O.[K+].[K+] (Potassium carbonate), FC1=CC(=C(C=C1)[N+](=O)[O-])OC (4-fluoro-2-methoxy-1-nitrobenzene), N1CCC(CC1)O (piperidin-4-ol). Run in CS(=O)C (DMSO). Conditions: temperature 90 celsius. Product: COC=1C=C(C=CC1[N+](=O)[O-])N1CCC(CC1)O (1-(3-Methoxy-4-nitrophenyl)piperidin-4-ol). Yield: 95.0%. RXN SMILES: C(=O)([O-])[O-].[K+].[K+].F[C:8]1[CH:13]=[CH:12][C:11]([N+:14]([O-:16])=[O:15])=[C:10]([O:17][CH3:18])[CH:9]=1.[NH:19]1[CH2:24][CH2:23][CH:22]([OH:25])[CH2:21][CH2:20]1.O>CS(C)=O>[CH3:18][O:17][C:10]1[CH:9]=[C:8]([N:19]2[CH2:24][CH2:23][CH:22]([OH:25])[CH2:21][CH2:20]2)[CH:13]=[CH:12][C:11]=1[N+:14]([O-:16])=[O:15] |f:0.1.2|. Reported procedure: Potassium carbonate (4.85 g, 35.06 mmol) was added to a stirring solution of 4-fluoro-2-methoxy-1-nitrobenzene (5.0 g, 29.22 mmol) and piperidin-4-ol (2.96 g, 29.22 mmol) in DMSO (20 mL) and the reaction mixture was heated at 90° C. for 1 h. The reaction mixture was allowed to cool to RT and water (200 mL) was added. The resultant precipitates were collected by vacuum filtration and washed with water and Et2O to give the title product as a yellow solid (7.0 g, 95%). Reactants: CCOC(=O)C=CC(=O)[O-], CCN=C=NCCCN(C)C, Nc1n[nH]c2cc(Cl)ccc12, ClCCl, Cl. Yields the product CCOC(=O)C=CC(=O)Nc1n[nH]c2cc(Cl)ccc12. RXN SMILES: [C:1]([CH:2]=[CH:3][C:4](=[O:5])[O-:6])(=[O:7])[O:8][CH2:9][CH3:10].[CH3:23][N:24]([CH3:25])[CH2:26][CH2:27][CH2:28][N:29]=[C:30]=[N:31][CH2:32][CH3:33].[Cl:11][c:12]1[cH:13][cH:14][c:15]2[c:16]([NH2:21])[n:17][nH:18][c:19]2[cH:20]1.[Cl:34][CH2:35][Cl:36].[ClH:22]>>[C:1]([CH:2]=[CH:3][C:4](=[O:6])[NH:21][c:16]1[c:15]2[cH:14][cH:13][c:12]([Cl:11])[cH:20][c:19]2[nH:18][n:17]1)(=[O:7])[O:8][CH2:9][CH3:10].